From a dataset of the Open Reaction Database (ORD), a public repository of structured organic reaction records. describe an organic reaction: reactants, conditions, products, and yield The reactants are C(\C=C\C)(=O)O (crotonic acid), S1C=CC=C1 (thiophene), ClCC(=O)OC(CCl)=O (monochloroacetic anhydride). Solvent: C1(=CC=CC=C1)C (toluene). Run at temperature 50 celsius, time 6.5 hour. Yields the product C(\C=C\C)(=O)C=1SC=CC1 (2-crotonylthiophene). Isolated yield 56.0%. Reaction SMILES: [C:1](O)(=[O:5])/[CH:2]=[CH:3]/[CH3:4].[S:7]1[CH:11]=[CH:10][CH:9]=[CH:8]1.ClCC(OC(=O)CCl)=O>C1(C)C=CC=CC=1>[C:1]([C:8]1[S:7][CH:11]=[CH:10][CH:9]=1)(=[O:5])/[CH:2]=[CH:3]/[CH3:4]. Procedure details: In 50 ml of toluene were dissolved 4.31 g (0.05 mole) of crotonic acid, 5.47 g (0.065 mole) of thiophene and 10.26 g (0.06 mole) of monochloroacetic anhydride. To the resulting solution was added 0.71 g of boron trifluoride-diethyl ether complex and the resulting mixture was stirred at 50° C. for 6.5 hours. After completion of the reaction, the reaction solution was cooled and washed with 5% aqueous sodium carbonate solution and water in this order. The organic layer was concentrated under reduc... The reactants are N1=CC=C(C=C1)N1CCN(CC1)CC(=O)N1CCC(CC1)CCC(=O)OCC (ethyl 3-[1-[2-[4-(4-pyridyl)piperazin-1-yl]acetyl]piperidin-4-yl]propanoate), Cl (hydrochloric acid). Run in O1CCOCC1 (dioxan). Run at time 1 hour. Yields the product N1=CC=C(C=C1)N1CCN(CC1)CC(=O)N1CCC(CC1)CCC(=O)O (3-[1-[2-[4-(4-pyridyl)piperazin-1-yl]acetyl]piperidin-4-yl]propanoic acid). The yield is 103.5%. RXN SMILES: [N:1]1[CH:6]=[CH:5][C:4]([N:7]2[CH2:12][CH2:11][N:10]([CH2:13][C:14]([N:16]3[CH2:21][CH2:20][CH:19]([CH2:22][CH2:23][C:24]([O:26]CC)=[O:25])[CH2:18][CH2:17]3)=[O:15])[CH2:9][CH2:8]2)=[CH:3][CH:2]=1.Cl>O1CCOCC1>[N:1]1[CH:6]=[CH:5][C:4]([N:7]2[CH2:8][CH2:9][N:10]([CH2:13][C:14]([N:16]3[CH2:17][CH2:18][CH:19]([CH2:22][CH2:23][C:24]([OH:26])=[O:25])[CH2:20][CH2:21]3)=[O:15])[CH2:11][CH2:12]2)=[CH:3][CH:2]=1. Procedure: A mixture containing ethyl 3-[1-[2-[4-(4-pyridyl)piperazin-1-yl]acetyl]piperidin-4-yl]propanoate (50 mg), concentrated hydrochloric acid (1 ml) and dioxan (4 ml) was stirred at 50°-60° C. for 1 hour, then concentrated to give a foam which was triturated with hot isopropanol. Filtration gave the title compound (48 mg) as pale cream prisms, m.p. 188°-190° C. NMR (d6DMSO+d4AcOH): δ1.0-1.3(2H,m); 1.5-1.6(3H,m); 1.8(2H,d); 2.3(2H,t); 2.6-2.8(1H,m); 2.95-3.15(1H,m); 3.5(4H,br.s); 3.6-3.7(1H,m); 4.0-4.... Reactants: CC(=O)O, CN1CCN(c2ccc([N+](=O)[O-])cc2)CC1, Cl. Yields the product CN1CCN(c2ccc(N)cc2)CC1. As a reaction SMILES: [CH3:18][C:19](=[O:20])[OH:21].[CH3:1][N:2]1[CH2:3][CH2:4][N:5]([c:8]2[cH:9][cH:10][c:11]([N+:14]([O-:15])=[O:16])[cH:12][cH:13]2)[CH2:6][CH2:7]1.[ClH:17]>>[CH3:1][N:2]1[CH2:3][CH2:4][N:5]([c:8]2[cH:9][cH:10][c:11]([NH2:14])[cH:12][cH:13]2)[CH2:6][CH2:7]1. Starting materials: Cl (HCl), BrC1=CC(=CC=2C=C(OC21)C2=CC=C(C=C2)O)O (7-bromo-2-(4-hydroxy-phenyl)-benzofuran-5-ol), C(C=C)(=O)N (acrylamide), C1(=C(C=CC=C1)P(C1=C(C=CC=C1)C)C1=C(C=CC=C1)C)C (tri-(o-tolyl) phosphine). The reagents and catalysts are C(C)(=O)[O-].[Pd+2].C(C)(=O)[O-] (palladium (II) acetate). Run in C(C)N(CC)CC (triethylamine), C(C)#N (acetonitrile). Product: OC=1C=C(C2=C(C=C(O2)C2=CC=C(C=C2)O)C1)C=CC(=O)N (3-[5-Hydroxy-2-(4-hydroxyphenyl)-benzofuran-7-yl]-acrylamide). Isolated yield 51.8%. As a reaction SMILES: Br[C:2]1[C:10]2[O:9][C:8]([C:11]3[CH:16]=[CH:15][C:14]([OH:17])=[CH:13][CH:12]=3)=[CH:7][C:6]=2[CH:5]=[C:4]([OH:18])[CH:3]=1.[C:19]([NH2:23])(=[O:22])[CH:20]=[CH2:21].C1(C)C=CC=CC=1P(C1C=CC=CC=1C)C1C=CC=CC=1C.Cl>C(N(CC)CC)C.C(#N)C.C([O-])(=O)C.[Pd+2].C([O-])(=O)C>[OH:18][C:4]1[CH:3]=[C:2]([CH:21]=[CH:20][C:19]([NH2:23])=[O:22])[C:10]2[O:9][C:8]([C:11]3[CH:16]=[CH:15][C:14]([OH:17])=[CH:13][CH:12]=3)=[CH:7][C:6]=2[CH:5]=1 |f:6.7.8|. Reported procedure: To a solution of 7-bromo-2-(4-hydroxy-phenyl)-benzofuran-5-ol 58 (0.3 g, 0.98 mmol) in triethylamine (5 mL) and acetonitrile (5 mL) was added acrylamide (0.077 g, 1.08 mmol) and tri-(o-tolyl) phosphine (0.060 g, 0.2 mmol). This mixture was purged with nitrogen for 10 minutes. Then palladium (II) acetate (0.022 g, 0.098 mmol) was added and the reaction was heated at reflux for 3.5 hours. To the cooled reaction was added 2N HCl and the product was extracted into ethyl acetate. The organic layer wa...